From a dataset of the Open Reaction Database (ORD), a public repository of structured organic reaction records. describe an organic reaction: reactants, conditions, products, and yield Starting materials: CC(C)(C)c1ccc(C=CC(=O)O)cn1, Cl, C=Cc1cc(CN)ccc1NS(C)(=O)=O. The product is C=Cc1cc(CNC(=O)C=Cc2ccc(C(C)(C)C)nc2)ccc1NS(C)(=O)=O. As a reaction SMILES: [C:17]([CH3:18])([CH3:19])([CH3:20])[c:21]1[cH:22][cH:23][c:24]([CH:27]=[CH:28][C:29](=[O:30])[OH:31])[cH:25][n:26]1.[ClH:16].[NH2:1][CH2:2][c:3]1[cH:4][c:5]([CH:14]=[CH2:15])[c:6]([NH:9][S:10](=[O:11])(=[O:12])[CH3:13])[cH:7][cH:8]1>>[NH:1]([CH2:2][c:3]1[cH:4][c:5]([CH:14]=[CH2:15])[c:6]([NH:9][S:10](=[O:11])(=[O:12])[CH3:13])[cH:7][cH:8]1)[C:29]([CH:28]=[CH:27][c:24]1[cH:23][cH:22][c:21]([C:17]([CH3:18])([CH3:19])[CH3:20])[n:26][cH:25]1)=[O:30]. The reactants are ClC=1C=C(C=CC1)C1(CCN(CC1)C)C(O)C (4-(3'-chlorophenyl)-α,1-dimethyl-4-piperidinemethanol), C(C)(=O)OC(C)=O (acetic anhydride). The product is C(C)(=O)OC(C1(CCN(CC1)C)C1=CC(=CC=C1)Cl)C (4-(3'-Chlorophenyl)-α,1-dimethyl-4-piperidinemethanol Acetate). As a reaction SMILES: [Cl:1][C:2]1[CH:3]=[C:4]([C:8]2([CH:15]([CH3:17])[OH:16])[CH2:13][CH2:12][N:11]([CH3:14])[CH2:10][CH2:9]2)[CH:5]=[CH:6][CH:7]=1.[C:18](OC(=O)C)(=[O:20])[CH3:19]>>[C:18]([O:16][CH:15]([CH3:17])[C:8]1([C:4]2[CH:5]=[CH:6][CH:7]=[C:2]([Cl:1])[CH:3]=2)[CH2:9][CH2:10][N:11]([CH3:14])[CH2:12][CH2:13]1)(=[O:20])[CH3:19]. Procedure: A mixture of 1.00 g of 4-(3'-chlorophenyl)-α,1-dimethyl-4-piperidinemethanol (Example 1) and 5 mL of acetic anhydride was heated under reflux for 90 minutes. Removal of the excess acetic anhydride and short-path distillation of the residue (170° bath temperature, 1 micron) gave 1.05 g of the title compound as an oil. NMR (CDCl3): δ7.1-7.4 (m,4H); 4.9 (quartet, J=7 Hz,1H); 2.8 (m,2H); 2.2 (s,3H); 2.0 (s,3H); 1.9-2.4 (m,6H); and 0.9 (d,J=7 Hz,3H). The reactants are C1CCNCC1, CCO, O=Cc1[nH]cc2c1CCNC2=O, NS(=O)(=O)c1ccc2c(c1)CC(=O)N2. Yields the product NS(=O)(=O)c1ccc2c(c1)C(=Cc1[nH]cc3c1CCNC3=O)C(=O)N2. RXN SMILES: [CH2:27]1[CH2:28][CH2:29][NH:30][CH2:31][CH2:32]1.[CH3:33][CH2:34][OH:35].[O:15]=[C:16]1[NH:17][CH2:18][CH2:19][c:20]2[c:21]1[cH:22][nH:23][c:24]2[CH:25]=[O:26].[O:1]=[C:2]1[NH:3][c:4]2[cH:5][cH:6][c:7]([S:11](=[O:12])(=[O:13])[NH2:14])[cH:8][c:9]2[CH2:10]1>>[O:1]=[C:2]1[NH:3][c:4]2[cH:5][cH:6][c:7]([S:11](=[O:12])(=[O:13])[NH2:14])[cH:8][c:9]2[C:10]1=[CH:25][c:24]1[c:20]2[c:21]([cH:22][nH:23]1)[C:16](=[O:15])[NH:17][CH2:18][CH2:19]2. Starting materials: C1CCOC1, COc1cc2c(c(OC)c1OC)-c1ccc(OC3OC(COC(=O)C(C)C)C(OC(=O)C(C)C)C(OC(=O)C(C)C)C3OC(=O)C(C)C)cc1C(NC(C)=O)CC2, O, CCOP(=O)(Cl)Cl. Yields the product CCOP(=O)(O)Oc1ccc2c(c1)C(NC(C)=O)CCc1cc(OC)c(OC)c(OC)c1-2. RXN SMILES: [CH2:66]1[O:67][CH2:68][CH2:69][CH2:70]1.[CH3:1][CH:2]([CH3:3])[C:4]([O:5][CH:6]1[CH:7]([O:8][C:9](=[O:10])[CH:11]([CH3:12])[CH3:13])[CH:14]([CH2:15][O:16][C:17](=[O:18])[CH:19]([CH3:20])[CH3:21])[O:22][CH:23]([O:25][c:26]2[cH:27][cH:28][c:29]3[c:30]([cH:50]2)[CH:31]([NH:46][C:47]([CH3:48])=[O:49])[CH2:32][CH2:33][c:34]2[c:35]-3[c:36]([O:44][CH3:45])[c:37]([O:42][CH3:43])[c:38]([O:40][CH3:41])[cH:39]2)[CH:24]1[O:51][C:52](=[O:53])[CH:54]([CH3:55])[CH3:56])=[O:57].[OH2:65].[P:58](=[O:59])([O:60][CH2:61][CH3:62])([Cl:63])[Cl:64]>>[O:25]([c:26]1[cH:27][cH:28][c:29]2[c:30]([cH:50]1)[CH:31]([NH:46][C:47]([CH3:48])=[O:49])[CH2:32][CH2:33][c:34]1[c:35]-2[c:36]([O:44][CH3:45])[c:37]([O:42][CH3:43])[c:38]([O:40][CH3:41])[cH:39]1)[P:58](=[O:59])([O:60][CH2:61][CH3:62])[OH:65]. Reported procedure: The same procedure as employed in the preparation of Example 357 (step a) but using 3-(3-undecyl-1,2,4-oxadiazol-5-yl)benzaldehyde and 3-(trifluoromethyl)benzylamine gave the title compound as an oil. M+(LC/MS(ESI)): 488.5. HPLC (Condition A), Rt: 4.86 min (HPLC purity: 66.8%). The reactants are C(CCCCCCCCCC)C1=NOC(=N1)C=1C=C(C=O)C=CC1 (3-(3-undecyl-1,2,4-oxadiazol-5-yl)benzaldehyde), FC(C=1C=C(CN)C=CC1)(F)F (3-(trifluoromethyl)benzylamine). The product is FC(C=1C=C(CNCC2=CC(=CC=C2)C2=NC(=NO2)CCCCCCCCCCC)C=CC1)(F)F (N-[3-(trifluoromethyl)benzyl]-N-[3-(3-undecyl-1,2,4-oxadiazol-5-yl)benzyl]amine). Reaction SMILES: [CH2:1]([C:12]1[N:16]=[C:15]([C:17]2[CH:18]=[C:19]([CH:22]=[CH:23][CH:24]=2)[CH:20]=O)[O:14][N:13]=1)[CH2:2][CH2:3][CH2:4][CH2:5][CH2:6][CH2:7][CH2:8][CH2:9][CH2:10][CH3:11].[F:25][C:26]([F:36])([F:35])[C:27]1[CH:28]=[C:29]([CH:32]=[CH:33][CH:34]=1)[CH2:30][NH2:31]>>[F:25][C:26]([F:35])([F:36])[C:27]1[CH:28]=[C:29]([CH:32]=[CH:33][CH:34]=1)[CH2:30][NH:31][CH2:20][C:19]1[CH:22]=[CH:23][CH:24]=[C:17]([C:15]2[O:14][N:13]=[C:12]([CH2:1][CH2:2][CH2:3][CH2:4][CH2:5][CH2:6][CH2:7][CH2:8][CH2:9][CH2:10][CH3:11])[N:16]=2)[CH:18]=1. Reactants: COC(=O)C1(c2cccc(F)c2)CCC=CCC1, CO, [H][H]. Product: COC(=O)C1(c2cccc(F)c2)CCCCCC1. Reaction SMILES: [CH3:1][O:2][C:3](=[O:4])[C:5]1([c:12]2[cH:13][c:14]([F:18])[cH:15][cH:16][cH:17]2)[CH2:6][CH2:7][CH:8]=[CH:9][CH2:10][CH2:11]1.[CH3:21][OH:22].[H:19][H:20]>>[CH3:1][O:2][C:3](=[O:4])[C:5]1([c:12]2[cH:13][c:14]([F:18])[cH:15][cH:16][cH:17]2)[CH2:6][CH2:7][CH2:8][CH2:9][CH2:10][CH2:11]1.